Task: describe an organic reaction: reactants, conditions, products, and yield. Dataset: the Open Reaction Database (ORD), a public repository of structured organic reaction records Reactants: O=C(Cl)OCc1ccccc1, COCCOC, CC(=O)[O-], CCO, CS(=O)(=O)O, [K+], NCCCN. Yields the product NCCCNC(=O)OCc1ccccc1. As a reaction SMILES: [CH2:11]([c:12]1[cH:13][cH:14][cH:15][cH:16][cH:17]1)[O:18][C:19](=[O:20])[Cl:21].[CH2:27]([CH2:28][O:29][CH3:30])[O:31][CH3:32].[CH3:23][C:24](=[O:25])[O-:26].[CH3:33][CH2:34][OH:35].[CH3:6][S:7]([OH:8])(=[O:9])=[O:10].[K+:22].[NH2:1][CH2:2][CH2:3][CH2:4][NH2:5]>>[NH:1]([CH2:2][CH2:3][CH2:4][NH2:5])[C:19]([O:18][CH2:11][c:12]1[cH:13][cH:14][cH:15][cH:16][cH:17]1)=[O:20]. Starting materials: ClCC1=NC=CC(=C1)C(=O)NC=1SC(=C(N1)C=1OC=CC1)C1=CC=NC=C1 (2-(Chloromethyl)-N-[4-(2-furyl)-5-(4-pyridyl)thiazol-2-yl]pyridine-4-carboxamide), OC1CCNCC1 (4-hydroxypiperidine). Yields the product O1C(=CC=C1)C=1N=C(SC1C1=CC=NC=C1)NC(=O)C1=CC(=NC=C1)CN1CCC(CC1)O (N-[4-(2-Furyl)-5-(4-pyridyl)thiazol-2-yl]-2-(4-hydroxypiperidinomethyl)pyridine-4-carboxamide). Isolated yield 53.0%. Reaction SMILES: [OH:1][CH:2]1[CH2:7][CH2:6][NH:5][CH2:4][CH2:3]1.Cl[CH2:9][C:10]1[CH:15]=[C:14]([C:16]([NH:18][C:19]2[S:20][C:21]([C:29]3[CH:34]=[CH:33][N:32]=[CH:31][CH:30]=3)=[C:22]([C:24]3[O:25][CH:26]=[CH:27][CH:28]=3)[N:23]=2)=[O:17])[CH:13]=[CH:12][N:11]=1>>[O:25]1[CH:26]=[CH:27][CH:28]=[C:24]1[C:22]1[N:23]=[C:19]([NH:18][C:16]([C:14]2[CH:13]=[CH:12][N:11]=[C:10]([CH2:9][N:5]3[CH2:6][CH2:7][CH:2]([OH:1])[CH2:3][CH2:4]3)[CH:15]=2)=[O:17])[S:20][C:21]=1[C:29]1[CH:30]=[CH:31][N:32]=[CH:33][CH:34]=1. Procedure: In a manner similar to that in Example 108, by using 4-hydroxypiperidine in place of imidazole, the entitled Compound 111 (92.0 mg, 53%) was obtained from Compound 107.